This data is from the Open Reaction Database (ORD), a public repository of structured organic reaction records. The task is: describe an organic reaction: reactants, conditions, products, and yield Starting materials: CC(=O)[O-], CC(=O)[O-], O=C(Cl)c1ccccc1, CCCCN(CCCC)CCCC, C=CC#N, Cc1ccc(C)cc1, [Pd+2]. Product: N#CC=Cc1ccccc1. As a reaction SMILES: [C:27]([O-:28])(=[O:29])[CH3:30].[C:32]([O-:33])(=[O:34])[CH3:35].[C:5]([c:6]1[cH:7][cH:8][cH:9][cH:10][cH:11]1)([Cl:12])=[O:13].[CH2:14]([N:15]([CH2:16][CH2:17][CH2:18][CH3:19])[CH2:20][CH2:21][CH2:22][CH3:23])[CH2:24][CH2:25][CH3:26].[CH2:1]=[CH:2][C:3]#[N:4].[CH3:36][c:37]1[cH:38][cH:39][c:40]([CH3:41])[cH:42][cH:43]1.[Pd+2:31]>>[CH:1](=[CH:2][C:3]#[N:4])[c:6]1[cH:7][cH:8][cH:9][cH:10][cH:11]1. Reactants: ClC=1C=C(C=O)C=C(C1OCC#C)OCC#C (3-chloro-4,5-dipropargyloxybenzaldehyde), NC1=CC=CC=C1 (aniline). Solvent: C1=CC=CC=C1 (benzene). The product is ClC=1C=C(C=NC2=CC=CC=C2)C=C(C1OCC#C)OCC#C (N-(3-chloro-4,5-dipropargyloxybenzyliden)aniline). Isolated yield 101.1%. RXN SMILES: [Cl:1][C:2]1[CH:3]=[C:4]([CH:7]=[C:8]([O:14][CH2:15][C:16]#[CH:17])[C:9]=1[O:10][CH2:11][C:12]#[CH:13])[CH:5]=O.[NH2:18][C:19]1[CH:24]=[CH:23][CH:22]=[CH:21][CH:20]=1>C1C=CC=CC=1>[Cl:1][C:2]1[CH:3]=[C:4]([CH:7]=[C:8]([O:14][CH2:15][C:16]#[CH:17])[C:9]=1[O:10][CH2:11][C:12]#[CH:13])[CH:5]=[N:18][C:19]1[CH:24]=[CH:23][CH:22]=[CH:21][CH:20]=1. Reported procedure: A mixture of 3-chloro-4,5-dipropargyloxybenzaldehyde (1.00 g) and aniline (0.37 g) in benzene (30 ml) was stirred under reflux for 3 hours, followed by concentration under reduced pressure to give N-(3-chloro-4,5-dipropargyloxybenzyliden)aniline (1.30 g). nD23.0 1.5890. Reactants: CN1N=C(C2=C1NC(C=1CCCCC21)=O)C2CN(CC2)C(=O)OCC2=CC=CC=C2 (benzyl 3-(3-methyl-5-oxo-4,5,6,7,8,9-hexahydropyrazolo[3,4-c]isoquinolin-1-yl)-pyrrolidine-1-carboxylate). Reagents/catalysts: [Pd] (palladium on carbon). Solvent: ClCCl (dichloromethane), CO (methanol). The product is CN1N=C(C2=C1NC(C=1CCCCC21)=O)C2CNCC2 (3-methyl-1-pyrrolidin-3-yl-3,4,6,7,8,9-hexahydropyrazolo[3,4-c]isoquinolin-5-one). The yield is 110.2%. Reaction SMILES: [CH3:1][N:2]1[C:6]2[NH:7][C:8](=[O:15])[C:9]3[CH2:10][CH2:11][CH2:12][CH2:13][C:14]=3[C:5]=2[C:4]([CH:16]2[CH2:20][CH2:19][N:18](C(OCC3C=CC=CC=3)=O)[CH2:17]2)=[N:3]1>ClCCl.CO.[Pd]>[CH3:1][N:2]1[C:6]2[NH:7][C:8](=[O:15])[C:9]3[CH2:10][CH2:11][CH2:12][CH2:13][C:14]=3[C:5]=2[C:4]([CH:16]2[CH2:20][CH2:19][NH:18][CH2:17]2)=[N:3]1. Procedure: A solution of EXAMPLE 24E (766 mg, 1.88 mmol) in a mixture of dichloromethane (30 mL) and methanol (30 mL) was treated with 10% palladium on carbon (150 mg) under hydrogen at ambient temperature for 6 hours. Solid material was filtered off and the filtrate concentrated to provide the title compound (564 mg, 100%). 1H NMR (DMSO-d6): 1.67-1.79 (m, 4H), 2.01-2.11 (m, 1H), 2.22-2.32 (m, 1H), 2.38-2.43 (m, 2H), 2.85-2.91 (m, 2H), 3.16-3.26 (m, 2H), 3.30 (dd, J=11.0, 8.0 Hz, 1H), 3.46 (dd, J=11.2, 7.5... Reaction SMILES: [C:1]([NH:20][C:21]1[CH:22]=[C:23]([CH2:27][C:28](O)=[O:29])[CH:24]=[CH:25][CH:26]=1)([C:14]1[CH:19]=[CH:18][CH:17]=[CH:16][CH:15]=1)([C:8]1[CH:13]=[CH:12][CH:11]=[CH:10][CH:9]=1)[C:2]1[CH:7]=[CH:6][CH:5]=[CH:4][CH:3]=1.C(=O)(O)[O-].[Na+]>C1COCC1>[C:1]([NH:20][C:21]1[CH:22]=[C:23]([CH2:27][CH2:28][OH:29])[CH:24]=[CH:25][CH:26]=1)([C:2]1[CH:7]=[CH:6][CH:5]=[CH:4][CH:3]=1)([C:14]1[CH:19]=[CH:18][CH:17]=[CH:16][CH:15]=1)[C:8]1[CH:9]=[CH:10][CH:11]=[CH:12][CH:13]=1 |f:1.2|. Run in C1CCOC1 (THF), C1CCOC1 (THF). Product: C(C1=CC=CC=C1)(C1=CC=CC=C1)(C1=CC=CC=C1)NC=1C=C(C=CC1)CCO (2-[3-(Tritylamino)phenyl]ethanol). Reactants: C(C1=CC=CC=C1)(C1=CC=CC=C1)(C1=CC=CC=C1)NC=1C=C(C=CC1)CC(=O)O ([3-(tritylamino)phenyl]acetic acid), C([O-])(O)=O.[Na+] (sodium bicarbonate). Run at time 18 hour. Reported procedure: To a stirred suspension of [3-(tritylamino)phenyl]acetic acid (30.00 g, 76.24 mmol) in THF (126 mL) under nitrogen at 0° C. was added dropwise a solution of borane dimethyl sulfide complex in THF (2 M, 76.2 mL, 152 mmol) over a period of 45 min while maintaining the temperature at ≦1.8° C. The resulting slightly yellow homogeneous solution was stirred at room temperature for 18 h. Saturated aqueous sodium bicarbonate solution (˜300 mL) was added slowly (strongly effervescent upon initial additio... The yield is 88.5%. Starting materials: C(C)(C)(C)OC(=O)N1CCC(CC1)=O (N-tert-butoxycarbonyl-4-piperidinone), C1(CCCCC1)C1=CC=C(C=C1)N1CCNCC1 (1-(4-cyclohexylphenyl)piperazine), C(C)O (ethanol), C(#N)[BH3-].[Na+] (sodium cyanoborohydride). Reagents/catalysts: CC([O-])C.[Ti+4].CC([O-])C.CC([O-])C.CC([O-])C (titanium(IV)isopropoxide). Run in ClCCl (dichloromethane), O (water). Reaction conditions: time 2 hour. Product: C(C)(C)(C)OC(=O)N1CCC(CC1)N1CCN(CC1)C1=CC=C(C=C1)C1CCCCC1 (1-tert-butoxycarbonyl-4-[4-(4-cyclohexylphenyl)piperazin-1-yl]piperidine). Yield: 19.3%. Reaction SMILES: [C:1]([O:5][C:6]([N:8]1[CH2:13][CH2:12][C:11](=O)[CH2:10][CH2:9]1)=[O:7])([CH3:4])([CH3:3])[CH3:2].[CH:15]1([C:21]2[CH:26]=[CH:25][C:24]([N:27]3[CH2:32][CH2:31][NH:30][CH2:29][CH2:28]3)=[CH:23][CH:22]=2)[CH2:20][CH2:19][CH2:18][CH2:17][CH2:16]1.C(O)C.C([BH3-])#N.[Na+]>ClCCl.CC(C)[O-].[Ti+4].CC(C)[O-].CC(C)[O-].CC(C)[O-].O>[C:1]([O:5][C:6]([N:8]1[CH2:13][CH2:12][CH:11]([N:30]2[CH2:31][CH2:32][N:27]([C:24]3[CH:25]=[CH:26][C:21]([CH:15]4[CH2:20][CH2:19][CH2:18][CH2:17][CH2:16]4)=[CH:22][CH:23]=3)[CH2:28][CH2:29]2)[CH2:10][CH2:9]1)=[O:7])([CH3:4])([CH3:3])[CH3:2] |f:3.4,6.7.8.9.10|. Reported procedure: To a solution of N-tert-butoxycarbonyl-4-piperidinone (3.3 g) and 1-(4-cyclohexylphenyl)piperazine (4.0 g) in dichloromethane (20 ml) was added titanium(IV)isopropoxide (8 ml) and the mixture was stirred at ambient temperature for 2 hours. Then, to the reaction mixture was added ethanol (20 ml) and sodium cyanoborohydride (1 g) in several portions, the reaction mixture was stirred at ambient temperature for 2 hours. The reaction mixture was pulverized with water. The precipitate was filtered off...